Task: describe an organic reaction: reactants, conditions, products, and yield. Dataset: the Open Reaction Database (ORD), a public repository of structured organic reaction records Reactants: C(C)(C)(C)OC(CN(C(CN1C(=NC=C1)CN(CCCCCC(NCCCC[C@H](NC(N[C@@H](CCC(=O)OC(C)(C)C)C(=O)OC(C)(C)C)=O)C(=O)OC(C)(C)C)=O)CC1=CC=C(C=C1)OCC#C)=O)CC(OC(C)(C)C)=O)=O ((14S,18S)-tri-tert-butyl 1-(1-(2-(bis(2-(tert-butoxy)-2-oxoethyl)amino)-2-oxoethyl)-1H-imidazol-2-yl)-8,16-dioxo-2-(4-(prop-2-yn-1-yloxy)benzyl)-2,9,15,17-tetraazaicosane-14,18,20-tricarboxylate), N(=[N+]=[N-])CCCN (3-azidopropan-1-amine). Reagents/catalysts: [Cu] (copper), [O-]S(=O)(=O)[O-].[Cu+2] (CuSO4). Solvent: C(Cl)Cl (DCM), C1CCOC1 (THF), O (water). Run at time 2 hour. Yields the product NCCCN1N=NC(=C1)COC1=CC=C(CN(CC=2N(C=CN2)CC(=O)N(CC(OC(C)(C)C)=O)CC(=O)OC(C)(C)C)CCCCCC(NCCCC[C@H](NC(N[C@@H](CCC(=O)OC(C)(C)C)C(=O)OC(C)(C)C)=O)C(=O)OC(C)(C)C)=O)C=C1 ((14S,18S)-tri-tert-butyl 2-(4-((1-(3-aminopropyl)-1H-1,2,3-triazol-4-yl)methoxy)benzyl)-1-(1-(2-(bis(2-(tert-butoxy)-2-oxoethyl)amino)-2-oxoethyl)-1H-imidazol-2-yl)-8,16-dioxo-2,9,15,17-tetraazaicosane-14,18,20-tricarboxylate). Isolated yield 24.7%. RXN SMILES: [C:1]([O:5][C:6](=[O:79])[CH2:7][N:8]([CH2:71][C:72](=[O:78])[O:73][C:74]([CH3:77])([CH3:76])[CH3:75])[C:9](=[O:70])[CH2:10][N:11]1[CH:15]=[CH:14][N:13]=[C:12]1[CH2:16][N:17]([CH2:59][C:60]1[CH:65]=[CH:64][C:63]([O:66][CH2:67][C:68]#[CH:69])=[CH:62][CH:61]=1)[CH2:18][CH2:19][CH2:20][CH2:21][CH2:22][C:23](=[O:58])[NH:24][CH2:25][CH2:26][CH2:27][CH2:28][C@@H:29]([C:51]([O:53][C:54]([CH3:57])([CH3:56])[CH3:55])=[O:52])[NH:30][C:31](=[O:50])[NH:32][C@H:33]([C:43]([O:45][C:46]([CH3:49])([CH3:48])[CH3:47])=[O:44])[CH2:34][CH2:35][C:36]([O:38][C:39]([CH3:42])([CH3:41])[CH3:40])=[O:37])([CH3:4])([CH3:3])[CH3:2].[N:80]([CH2:83][CH2:84][CH2:85][NH2:86])=[N+:81]=[N-:82]>C1COCC1.O.C(Cl)Cl.[Cu].[O-]S([O-])(=O)=O.[Cu+2]>[NH2:86][CH2:85][CH2:84][CH2:83][N:80]1[CH:69]=[C:68]([CH2:67][O:66][C:63]2[CH:62]=[CH:61][C:60]([CH2:59][N:17]([CH2:18][CH2:19][CH2:20][CH2:21][CH2:22][C:23](=[O:58])[NH:24][CH2:25][CH2:26][CH2:27][CH2:28][C@@H:29]([C:51]([O:53][C:54]([CH3:55])([CH3:56])[CH3:57])=[O:52])[NH:30][C:31](=[O:50])[NH:32][C@H:33]([C:43]([O:45][C:46]([CH3:47])([CH3:48])[CH3:49])=[O:44])[CH2:34][CH2:35][C:36]([O:38][C:39]([CH3:42])([CH3:41])[CH3:40])=[O:37])[CH2:16][C:12]3[N:11]([CH2:10][C:9]([N:8]([CH2:7][C:6]([O:5][C:1]([CH3:2])([CH3:3])[CH3:4])=[O:79])[CH2:71][C:72](=[O:78])[O:73][C:74]([CH3:77])([CH3:76])[CH3:75])=[O:70])[CH:15]=[CH:14][N:13]=3)=[CH:65][CH:64]=2)[N:82]=[N:81]1 |f:6.7|. Reported procedure: To a solution of (14S,18S)-tri-tert-butyl 1-(1-(2-(bis(2-(tert-butoxy)-2-oxoethyl)amino)-2-oxoethyl)-1H-imidazol-2-yl)-8,16-dioxo-2-(4-(prop-2-yn-1-yloxy)benzyl)-2,9,15,17-tetraazaicosane-14,18,20-tricarboxylate (65 mg, 0.0586 mmol) and 3-azidopropan-1-amine (200 mg, 2.0 mmol) in THF (2.0 mL) and water (0.5 mL) was added copper powder (10 mg) and 1 N CuSO4 (0.05 mL). The mixture was stirred at room temperature for 2 h under nitrogen, diluted with DCM and washed with an aqueous saturated solution... Starting materials: solution, [H-].[Al+3].[Li+].[H-].[H-].[H-] (lithium aluminium hydride), FC1=CC=C(C=C1)CCC1=CC=C(C(=O)OC)C=C1 (methyl 4-[2-(4-fluorophenyl)ethyl]benzoate), ice, Cl (hydrochloric acid), C(C)(=O)OCC (ethyl acetate). Solvent: C1(=CC=CC=C1)C (toluene), C1CCOC1 (THF). Conditions: temperature 0 celsius. Product: FC1=CC=C(C=C1)CCC1=CC=C(C=C1)CO ({4-[2-(4-Fluorophenyl)ethyl]phenyl}methanol). As a reaction SMILES: [H-].[Al+3].[Li+].[H-].[H-].[H-].[F:7][C:8]1[CH:13]=[CH:12][C:11]([CH2:14][CH2:15][C:16]2[CH:25]=[CH:24][C:19]([C:20](OC)=[O:21])=[CH:18][CH:17]=2)=[CH:10][CH:9]=1.Cl.C(OCC)(=O)C>C1(C)C=CC=CC=1.C1COCC1>[F:7][C:8]1[CH:9]=[CH:10][C:11]([CH2:14][CH2:15][C:16]2[CH:17]=[CH:18][C:19]([CH2:20][OH:21])=[CH:24][CH:25]=2)=[CH:12][CH:13]=1 |f:0.1.2.3.4.5|. Procedure: Under reflux, 45 ml of a 3.5 M solution of lithium aluminium hydride in toluene were slowly added dropwise to a solution of 35.4 g (136.98 mmol) of methyl 4-[2-(4-fluorophenyl)ethyl]benzoate in 500 ml of dry THF. After the addition had ended, the reaction mixture was stirred under reflux for one hour. The reaction mixture was then cooled to 0° C., and 500 ml of ice-cooled 1 M hydrochloric acid were added slowly and carefully. 750 ml of ethyl acetate were then added, the aqueous phase was removed... Starting materials: O (water), CC=1C[C@@H](CC(C1C)(C)C)O ((1S)-3,4,5,5-tetramethyl-3-cyclohexen-1-ol), FC(S(=O)(=O)O[Si](C)(C)C(C)(C)C)(F)F (tert-butyldimethylsilyl trifluorome-thanesulfonate), N1=CC=CC=C1 (pyridine). Run in C(Cl)Cl (methylene chloride). Reaction conditions: temperature 0 celsius, time 15 minute. Yields the product [Si](C)(C)(C(C)(C)C)O[C@H]1CC(=C(C(C1)(C)C)C)C ((1S)-1-tert-butyldimethylsilyloxy-3,4,5,5-tetramethyl-3-cyclohexene). RXN SMILES: [CH3:1][C:2]1[CH2:3][C@H:4]([OH:11])[CH2:5][C:6]([CH3:10])([CH3:9])[C:7]=1[CH3:8].N1C=CC=CC=1.FC(F)(F)S(O[Si:24]([C:27]([CH3:30])([CH3:29])[CH3:28])([CH3:26])[CH3:25])(=O)=O.O>C(Cl)Cl>[Si:24]([O:11][C@@H:4]1[CH2:5][C:6]([CH3:10])([CH3:9])[C:7]([CH3:8])=[C:2]([CH3:1])[CH2:3]1)([C:27]([CH3:30])([CH3:29])[CH3:28])([CH3:26])[CH3:25]. Procedure details: 0.8 g (5.2 mmol) of the (1S)-3,4,5,5-tetramethyl-3-cyclohexen-1-ol obtained in Example 2B was dissolved in 5 ml of absolute methylene chloride, 0.5 ml of pyridine was added to the solution, and the mixture was cooled to 0° C. Subsequently 1.54 g (5.7 mmol) of tert-butyldimethylsilyl trifluorome-thanesulfonate were added and the mixture was stirred at 0° C. for 15 min and then poured into 10 ml of water. After extraction with 10 ml of methylene chloride, the organic phase was washed with 10 ml of... Starting materials: O=[N+]([O-])c1ccc(Br)cc1Nc1ccccc1, C1COCCN1, CN1CCCC1=O. Yields the product O=[N+]([O-])c1ccc(N2CCOCC2)cc1Nc1ccccc1. As a reaction SMILES: [Br:1][c:2]1[cH:3][cH:4][c:5]([N+:15](=[O:16])[O-:17])[c:6]([NH:8][c:9]2[cH:10][cH:11][cH:12][cH:13][cH:14]2)[cH:7]1.[CH2:18]1[CH2:19][O:20][CH2:21][CH2:22][NH:23]1.[CH3:24][N:25]1[CH2:26][CH2:27][CH2:28][C:29]1=[O:30]>>[c:2]1([N:23]2[CH2:18][CH2:19][O:20][CH2:21][CH2:22]2)[cH:3][cH:4][c:5]([N+:15](=[O:16])[O-:17])[c:6]([NH:8][c:9]2[cH:10][cH:11][cH:12][cH:13][cH:14]2)[cH:7]1. Starting materials: [K+].C(C)OC(=S)[S-] (O-ethyl xanthic acid potassium salt), ClCC(=O)NC(C(=O)NCCN(CCNC(C(C)(C)NC(CCl)=O)=O)CCNC(C(C)(NC(CCl)=O)C)=O)(C)C (N-[2-(bis-{2-[2-(2-chloro-acetylamino)-2-methyl-propionylamino]-ethyl}-amino)ethyl]-2-(2-chloro-acetylamino)-2-methyl-propionamide), [K+].C(C)OC(=S)[S-] (O-ethyl xanthic acid potassium salt). The solvent is C(C)#N (acetonitrile). Reaction conditions: time 5 hour. Yields the product C(C)OC(SCC(NC(C)(C)C(NCCN(CCNC(C(C)(NC(CSC(=S)OCC)=O)C)=O)CCNC(C(C)(C)NC(CSC(=S)OCC)=O)=O)=O)=O)=S (Dithiocarbonic acid S-({1-[2-(bis-{2-[2-(2-ethoxythiocarbonylsulfanyl-acetylamino)-2-methyl-propionylamino]-ethyl}-amino)-ethylcarbamoyl]-1-methyl-ethylcarbamoyl}-methyl) ester O-ethyl ester). Yield: 87.7%. Reaction SMILES: Cl[CH2:2][C:3]([NH:5][C:6]([CH3:40])([CH3:39])[C:7]([NH:9][CH2:10][CH2:11][N:12]([CH2:26][CH2:27][NH:28][C:29](=[O:38])[C:30]([CH3:37])([NH:32][C:33](=[O:36])[CH2:34]Cl)[CH3:31])[CH2:13][CH2:14][NH:15][C:16](=[O:25])[C:17]([NH:20][C:21](=[O:24])[CH2:22]Cl)([CH3:19])[CH3:18])=[O:8])=[O:4].[K+].[CH2:42]([O:44][C:45]([S-:47])=[S:46])[CH3:43]>C(#N)C>[CH2:42]([O:44][C:45](=[S:47])[S:46][CH2:2][C:3](=[O:4])[NH:5][C:6]([C:7](=[O:8])[NH:9][CH2:10][CH2:11][N:12]([CH2:26][CH2:27][NH:28][C:29](=[O:38])[C:30]([NH:32][C:33](=[O:36])[CH2:34][S:47][C:45]([O:44][CH2:42][CH3:43])=[S:46])([CH3:37])[CH3:31])[CH2:13][CH2:14][NH:15][C:16](=[O:25])[C:17]([CH3:19])([NH:20][C:21](=[O:24])[CH2:22][S:46][C:45]([O:44][CH2:42][CH3:43])=[S:47])[CH3:18])([CH3:40])[CH3:39])[CH3:43] |f:1.2|. Reported procedure: To a mixture of N-[2-(bis-{2-[2-(2-chloro-acetylamino)-2-methyl-propionylamino]-ethyl}-amino)ethyl]-2-(2-chloro-acetylamino)-2-methyl-propionamide (1.00 g; 1.54 mmol) and 20 mL acetonitrile was added O-ethyl xanthic acid potassium salt (0.761 g; 4.75 mmol). After stirring the mixture at room temperature for 5 hr, additional O-ethyl xanthic acid potassium salt (0.370 g; 2.31 mmol) was added. After stirring for an additional 5 hours at room temperature, the mixture was filtered. The filtrate was c... The reactants are [Li]c1ccccc1F, CON(C)C(=O)c1ccc(Cl)nc1N, C1CCOC1. Yields the product Nc1nc(Cl)ccc1C(=O)c1ccccc1F. Reaction SMILES: [F:15][c:16]1[c:17]([Li:22])[cH:18][cH:19][cH:20][cH:21]1.[NH2:1][c:2]1[c:3]([C:4](=[O:5])[N:6]([O:7][CH3:8])[CH3:9])[cH:10][cH:11][c:12]([Cl:14])[n:13]1.[O:23]1[CH2:24][CH2:25][CH2:26][CH2:27]1>>[NH2:1][c:2]1[c:3]([C:4](=[O:5])[c:17]2[c:16]([F:15])[cH:21][cH:20][cH:19][cH:18]2)[cH:10][cH:11][c:12]([Cl:14])[n:13]1.